Dataset: the Open Reaction Database (ORD), a public repository of structured organic reaction records. Task: describe an organic reaction: reactants, conditions, products, and yield The reactants are CC(C)(C)OC(=O)N1CCN(CCCN)CC1, C1COCCO1, CCN(C(C)C)C(C)C, Cc1cnc(Cl)nc1-c1cc2ccccc2s1. Product: Cc1cnc(C(N)CCN2CCN(C(=O)OC(C)(C)C)CC2)nc1-c1cc2ccccc2s1. Reaction SMILES: [C:1]([CH3:2])([CH3:3])([CH3:4])[O:5][C:6](=[O:7])[N:8]1[CH2:9][CH2:10][N:11]([CH2:14][CH2:15][CH2:16][NH2:17])[CH2:12][CH2:13]1.[CH2:44]1[O:45][CH2:46][CH2:47][O:48][CH2:49]1.[CH:35]([N:36]([CH:37]([CH3:38])[CH3:39])[CH2:40][CH3:41])([CH3:42])[CH3:43].[s:18]1[c:19]2[c:20]([cH:21][c:22]1-[c:23]1[n:24][c:25]([Cl:30])[n:26][cH:27][c:28]1[CH3:29])[cH:31][cH:32][cH:33][cH:34]2>>[C:1]([CH3:2])([CH3:3])([CH3:4])[O:5][C:6](=[O:7])[N:8]1[CH2:9][CH2:10][N:11]([CH2:14][CH2:15][CH:16]([NH2:17])[c:25]2[n:24][c:23](-[c:22]3[s:18][c:19]4[c:20]([cH:21]3)[cH:31][cH:32][cH:33][cH:34]4)[c:28]([CH3:29])[cH:27][n:26]2)[CH2:12][CH2:13]1. Reactants: CC(=O)O, [K+], CC(=O)Nc1ccc(-c2ccccc2)cc1, O=[N+]([O-])[O-], O=S(=O)(O)O. Product: CC(=O)Nc1ccc(-c2ccccc2)cc1[N+](=O)[O-]. Reaction SMILES: [CH3:17][C:18](=[O:19])[OH:20].[K+:21].[NH:1]([C:2](=[O:3])[CH3:4])[c:5]1[cH:6][cH:7][c:8](-[c:11]2[cH:12][cH:13][cH:14][cH:15][cH:16]2)[cH:9][cH:10]1.[O-:22][N+:23]([O-:24])=[O:25].[S:26](=[O:27])(=[O:28])([OH:29])[OH:30]>>[NH:1]([C:2](=[O:3])[CH3:4])[c:5]1[c:6]([N+:23](=[O:22])[O-:24])[cH:7][c:8](-[c:11]2[cH:12][cH:13][cH:14][cH:15][cH:16]2)[cH:9][cH:10]1. Starting materials: NC=1SC=C(N1)/C(/C(=O)O)=N/OC(C(=O)OC(C1=CC=CC=C1)C1=CC=CC=C1)(C)C ((Z)-2-amino-α-[[2-(diphenylmethoxy)-1,1-dimethyl-2-oxoethoxy]imino]-4-thiazoleacetic acid), 1-benzotriazole ester, OC=1C=C2CC(=CNC2=CC1O)C(=O)NN1C(N(CC1)S(=O)(=O)NC(=O)N1C(C(C1)NC(OCC1=CC=CC=C1)=O)=O)=O ([1-[[[[3-[[(1,4-dihydro-6,7-dihydroxy-3-quinolinyl)carbonyl]amino]-2-oxo-1-imidazolidinyl]sulfonyl]amino]carbonyl]-2-oxo-3-azetidinyl]carbamic acid, phenylmethyl ester), CN(C(C(F)(F)F)=O)[Si](C)(C)C (N-methyl-N-trimethylsilyl trifluoroacetamide). The reagents and catalysts are [Pd] (palladium on carbon). The solvent is CN(C=O)C (N,N-dimethylformamide), CN(C=O)C (N,N-dimethylformamide). Conditions: time 30 minute. Product: NC=1SC=C(N1)C(C(=O)NC1C(N(C1)C(=O)NS(=O)(=O)N1C(N(CC1)NC(=O)C1=CNC2=CC(=C(C=C2C1=O)O)O)=O)=O)=NOC(C(=O)OC(C1=CC=CC=C1)C1=CC=CC=C1)(C)C (2-[[[1-(2-Amino-4-thiazolyl)-2-[[1-[[[[3-[[(1,4-dihydro-6,7-dihydroxy-4-oxo-3-quinolinyl)carbonyl]amino]-2-oxo-1-imidazolidinyl]sulfonyl]amino]carbonyl]-2-oxo-3-azetidinyl]amino]-2-oxoethylidene]amino]oxy]-2-methylpropanoic acid, diphenylmethyl ester). As a reaction SMILES: [OH:1][C:2]1[CH:3]=[C:4]2[C:9](=[CH:10][C:11]=1[OH:12])[NH:8][CH:7]=[C:6]([C:13]([NH:15][N:16]1[CH2:20][CH2:19][N:18]([S:21]([NH:24][C:25]([N:27]3[CH2:30][CH:29]([NH:31][C:32](=[O:41])OCC4C=CC=CC=4)[C:28]3=[O:42])=[O:26])(=[O:23])=[O:22])[C:17]1=[O:43])=[O:14])[CH2:5]2.CN([Si](C)(C)C)C(=[O:51])C(F)(F)F.[NH2:56][C:57]1[S:58][CH:59]=[C:60](/[C:62](=[N:66]/[O:67][C:68]([CH3:86])([CH3:85])[C:69]([O:71][CH:72]([C:79]2[CH:84]=[CH:83][CH:82]=[CH:81][CH:80]=2)[C:73]2[CH:78]=[CH:77][CH:76]=[CH:75][CH:74]=2)=[O:70])/C(O)=O)[N:61]=1>CN(C)C=O.[Pd]>[NH2:56][C:57]1[S:58][CH:59]=[C:60]([C:62](=[N:66][O:67][C:68]([CH3:86])([CH3:85])[C:69]([O:71][CH:72]([C:79]2[CH:84]=[CH:83][CH:82]=[CH:81][CH:80]=2)[C:73]2[CH:74]=[CH:75][CH:76]=[CH:77][CH:78]=2)=[O:70])[C:32]([NH:31][CH:29]2[CH2:30][N:27]([C:25]([NH:24][S:21]([N:18]3[CH2:19][CH2:20][N:16]([NH:15][C:13]([C:6]4[C:5](=[O:51])[C:4]5[C:9](=[CH:10][C:11]([OH:12])=[C:2]([OH:1])[CH:3]=5)[NH:8][CH:7]=4)=[O:14])[C:17]3=[O:43])(=[O:23])=[O:22])=[O:26])[C:28]2=[O:42])=[O:41])[N:61]=1. Procedure: To a solution of [1-[[[[3-[[(1,4-dihydro-6,7-dihydroxy-3-quinolinyl)carbonyl]amino]-2-oxo-1-imidazolidinyl]sulfonyl]amino]carbonyl]-2-oxo-3-azetidinyl]carbamic acid, phenylmethyl ester (3.35 g, 5.3 mmol) in 60 ml of N,N-dimethylformamide, N-methyl-N-trimethylsilyl trifluoroacetamide (5.28 g, 26.5 mmol) was added. After 30 minutes, 1.68 g of palladium on carbon was added, and the mixture was hydrogenolyzed for 1 hour. The catalyst was removed by filtration and the filtrate added to a solution of ...